Dataset: the Open Reaction Database (ORD), a public repository of structured organic reaction records. Task: describe an organic reaction: reactants, conditions, products, and yield The reactants are [BH3-]C#N, CC(=O)O, CO, CC(C)N(Cc1c(F)cccc1F)C(=O)Nc1ccc(S(=O)(=O)N2CCC(C=O)CC2)cc1, CS(=O)(=O)Nc1cc(C(O)CN)ccc1O, [Na+]. Yields the product CC(C)N(Cc1c(F)cccc1F)C(=O)Nc1ccc(S(=O)(=O)N2CCC(CNCC(O)c3ccc(O)c(NS(C)(=O)=O)c3)CC2)cc1. As a reaction SMILES: [C:54]([BH3-:55])#[N:56].[CH3:50][C:51](=[O:52])[OH:53].[CH3:58][OH:59].[F:17][c:18]1[c:19]([CH2:20][N:21]([C:22](=[O:23])[NH:24][c:25]2[cH:26][cH:27][c:28]([S:31](=[O:32])(=[O:33])[N:34]3[CH2:35][CH2:36][CH:37]([CH:40]=[O:41])[CH2:38][CH2:39]3)[cH:29][cH:30]2)[CH:42]([CH3:43])[CH3:44])[c:45]([F:49])[cH:46][cH:47][cH:48]1.[NH2:1][CH2:2][CH:3]([OH:4])[c:5]1[cH:6][cH:7][c:8]([OH:16])[c:9]([NH:11][S:12](=[O:13])(=[O:14])[CH3:15])[cH:10]1.[Na+:57]>>[NH:1]([CH2:2][CH:3]([OH:4])[c:5]1[cH:6][cH:7][c:8]([OH:16])[c:9]([NH:11][S:12](=[O:13])(=[O:14])[CH3:15])[cH:10]1)[CH2:40][CH:37]1[CH2:36][CH2:35][N:34]([S:31]([c:28]2[cH:27][cH:26][c:25]([NH:24][C:22]([N:21]([CH2:20][c:19]3[c:18]([F:17])[cH:48][cH:47][cH:46][c:45]3[F:49])[CH:42]([CH3:43])[CH3:44])=[O:23])[cH:30][cH:29]2)(=[O:32])=[O:33])[CH2:39][CH2:38]1. Starting materials: CN[C@H](CC(=O)O)C(=O)O.N[C@@H](CCC(=O)[O-])C(=O)[O-] (NMDA glutamate), phosphoinositide, C=1N=C(C2=C(N1)N(C=N2)[C@H]3[C@@H]([C@H]4[C@H](O3)COP(=O)(O4)O)O)N (cAMP), CC1=C(C(=O)NO1)CC(C(=O)O)N (AMPA), N[C@@H](CCC(=O)[O-])C(=O)[O-] (glutamate), al 2005, al 2003, al 2001, N[C@@H](CCC(=O)[O-])C(=O)[O-] (Glutamate), [Ca] (calcium), al 2001, N[C@@H](CCC(=O)[O-])C(=O)[O-] (glutamate), N[C@@H](CCC(=O)[O-])C(=O)[O-] (glutamate), N[C@@H](CCC(=O)[O-])C(=O)[O-] (Glutamate). Run in [C@@H]1([C@H]([C@@H]([C@H]([C@@H]([C@H]1OP(=O)(O)O)O)OP(=O)(O)O)OP(=O)(O)O)O)O (inositol triphosphate). Yields the product C([C@@H](C(=O)O)N)N1C(=O)NC(=O)O1 (quisqualate), N[C@@H](CCC(=O)[O-])C(=O)[O-] (glutamate). RXN SMILES: [NH2:1][C@H:2]([C:8]([O-:10])=[O:9])[CH2:3]CC([O-])=O.C1N=C(N)C2N=C[N:17]([C@@H:20]3[O:24][C@@H]4COP(O)(O[C@H]4[C@H]3O)=O)C=2N=1.CC1O[NH:38]C(=O)C=1CC(N)C(O)=O.CN[C@@H]([C:53]([OH:55])=[O:54])CC(O)=O.[NH2:56][C@H:57]([C:63]([O-:65])=[O:64])[CH2:58][CH2:59][C:60]([O-:62])=[O:61].[Ca]>[C@@H]1(O)[C@H](OP(O)(O)=O)[C@@H](O)[C@H](OP(O)(O)=O)[C@@H](OP(O)(O)=O)[C@@H]1O>[CH2:3]([N:17]1[O:55][C:53](=[O:54])[NH:38][C:20]1=[O:24])[C@H:2]([NH2:1])[C:8]([OH:10])=[O:9].[NH2:56][C@H:57]([C:63]([O-:65])=[O:64])[CH2:58][CH2:59][C:60]([O-:62])=[O:61] |f:3.4|. Procedure details: In addition to involvement in disorders of the central and peripheral nervous system, mGluRs have recently been implicated as contributing to the development of certain cancers. In recent years, glutamate signaling in cancer has been a focus of investigation. Studies have implicated the involvement of glutamate signaling in tumor development through mGluRs. The role of glutamate signaling in non-neuronal tissues is poorly understood, but studies have shown that a variety of G protein-coupled rec... The reactants are CC=1CC2=C(C=CC(=C2C1)C)C (2,4,7-trimethylindene), solution, C(CCC)[Li] (butyllithium), CCCCCC (hexane). The solvent is C1CCOC1 (THF). Yields the product CC=1C(C2=C(C=CC(=C2C1)C)C)[Li] (2,4,7-trimethylindenyllithium). Reaction SMILES: [CH3:1][C:2]1[CH2:3][C:4]2[C:9]([CH:10]=1)=[C:8]([CH3:11])[CH:7]=[CH:6][C:5]=2[CH3:12].C([Li:17])CCC.CCCCCC>C1COCC1>[CH3:1][C:2]1[CH:10]([Li:17])[C:9]2[C:4]([CH:3]=1)=[C:5]([CH3:12])[CH:6]=[CH:7][C:8]=2[CH3:11]. Reported procedure: To a solution of 2,4,7-trimethylindene (2.90 g, 18.3 mmol) in 50 ml of THF at 0° C. was added dropwise a 1.6 molar solution of butyllithium in hexane (11.45 ml, 18.3 mmol) in order to produce 2,4,7-trimethylindenyllithium. The solution was stirred for 6 h at room temperature and then added via a cannula to a solution of 1-(9-fluorenyl)-2-bromoethane (5.00 g, 18.3 mmol) in 30 ml THF cooled at -10° C. The mixture was stirred overnight at room temperature and then hydrolyzed with 50 ml of aqueous N... Starting materials: [Cl-].[Na+] (sodium chloride), C(C1=CC=CC=C1)OC(=O)N1[C@@H](C[C@H](C1)OS(=O)(=O)C)CN1C=NC=C1 ((2S,4R)-1-benzyloxycarbonyl-2-(imidazol-1-yl)methyl-4-methanesulfonyloxypyrrolidine), Cl (hydrochloric acid), ClC(=O)OCC=C (allyl chloroformate), [OH-].[Na+] (sodium hydroxide), [H][H] (hydrogen). The reagents and catalysts are [Pd] (palladium on carbon). Run in C(C)(=O)OCC (ethyl acetate), CO (methanol), O1CCCC1 (tetrahydrofuran), O (water). Run at time 30 minute. Product: C(C=C)OC(=O)N1[C@@H](C[C@H](C1)OS(=O)(=O)C)CN1C=NC=C1 ((2S,4R)-1-allyloxycarbonyl-2-(imidazol-1-yl)methyl-4-methanesulfonyloxypyrrolidine). Yield: 78.4%. Reaction SMILES: [CH2:1]([O:8][C:9]([N:11]1[CH2:15][C@H:14]([O:16][S:17]([CH3:20])(=[O:19])=[O:18])[CH2:13][C@H:12]1[CH2:21][N:22]1[CH:26]=[CH:25][N:24]=[CH:23]1)=[O:10])[C:2]1C=CC=C[CH:3]=1.Cl.[H][H].ClC(OCC=C)=O.[OH-].[Na+].[Cl-].[Na+]>[Pd].O1CCCC1.O.C(OCC)(=O)C.CO>[CH2:1]([O:8][C:9]([N:11]1[CH2:15][C@H:14]([O:16][S:17]([CH3:20])(=[O:18])=[O:19])[CH2:13][C@H:12]1[CH2:21][N:22]1[CH:26]=[CH:25][N:24]=[CH:23]1)=[O:10])[CH:2]=[CH2:3] |f:4.5,6.7|. Reported procedure: A mixture of (2S,4R)-1-benzyloxycarbonyl-2-(imidazol-1-yl)methyl-4-methanesulfonyloxypyrrolidine (8.60 g), conc. hydrochloric acid (1.76 ml), methanol (80 ml) and 10% palladium on carbon (50% wet) (4.50 g) was stirred for 6 hours under atmospheric pressure of hydrogen residue. The residue was dissolved in a mixture of tetrahydrofuran (22 ml) and water (22 ml). To the solution was added dropwise allyl chloroformate (2.5 ml) under ice-cooling, keeping pH 9-10 with 4N sodium hydroxide and then the ... Reaction SMILES: [Br:7][c:8]1[cH:9][cH:10][c:11]([CH3:15])[c:12]([NH2:13])[cH:14]1.[CH3:1][CH:2]([C:3](=[O:4])[Cl:5])[CH3:6]>>[CH3:1][CH:2]([C:3](=[O:4])[NH:13][c:12]1[c:11]([CH3:15])[cH:10][cH:9][c:8]([Br:7])[cH:14]1)[CH3:6]. Yields the product Cc1ccc(Br)cc1NC(=O)C(C)C. Starting materials: Cc1ccc(Br)cc1N, CC(C)C(=O)Cl. Reactants: [H-].[Na+] (Sodium hydride), ClC1=CC=C(C=2C3=C(NC12)CCN(CC3)C(=O)OC(C)(C)C)Cl (tert-butyl 7,10-dichloro-1,4,5,6-tetrahydroazepino[4,5-b]indole-3(2H)-carboxylate), BrCC(=O)OCC (ethyl bromoacetate). Run in CN(C)C=O (DMF). Conditions: time 25 minute. The product is ClC1=CC=C(C=2C3=C(N(C12)CC(=O)OCC)CCN(CC3)C(=O)OC(C)(C)C)Cl (tert-Butyl 7,10-dichloro-6-(2-ethoxy-2-oxoethyl)-1,4,5,6-tetrahydroazepino[4,5-b]indole-3(2H)-carboxylate). Isolated yield 97.1%. As a reaction SMILES: [H-].[Na+].[Cl:3][C:4]1[C:12]2[NH:11][C:10]3[CH2:13][CH2:14][N:15]([C:18]([O:20][C:21]([CH3:24])([CH3:23])[CH3:22])=[O:19])[CH2:16][CH2:17][C:9]=3[C:8]=2[C:7]([Cl:25])=[CH:6][CH:5]=1.Br[CH2:27][C:28]([O:30][CH2:31][CH3:32])=[O:29]>CN(C=O)C>[Cl:3][C:4]1[C:12]2[N:11]([CH2:27][C:28]([O:30][CH2:31][CH3:32])=[O:29])[C:10]3[CH2:13][CH2:14][N:15]([C:18]([O:20][C:21]([CH3:22])([CH3:24])[CH3:23])=[O:19])[CH2:16][CH2:17][C:9]=3[C:8]=2[C:7]([Cl:25])=[CH:6][CH:5]=1 |f:0.1|. Procedure: Sodium hydride (60% dispersion in mineral oil, 0.85 g, 21 mmol) was added to a solution of tert-butyl 7,10-dichloro-1,4,5,6-tetrahydroazepino[4,5-b]indole-3(2H)-carboxylate (5.0 g, 14 mmol) in DMF (75 mL). After 25 min, ethyl bromoacetate (3.1 mL, 28 mmol) was added. The reaction was quenched with saturated aqueous NH4Cl after 3 h and extracted with EtOAc (3×100 mL). The combined organic extracts were washed with brine, dried over Na2SO4, decanted, and concentrated. The crude product was purifie...